This data is from the Open Reaction Database (ORD), a public repository of structured organic reaction records. The task is: describe an organic reaction: reactants, conditions, products, and yield Starting materials: S(O)(O)(=O)=O (sulfuric acid), COC=1C(=C(C#N)C=C(C1F)F)F (3-methoxy-2,4,5-trifluorobenzonitrile), ice water. Run in O (water). Product: COC=1C(=C(C(=O)N)C=C(C1F)F)F (3-methoxy-2,4,5-trifluorobenzamide). As a reaction SMILES: S(=O)(=O)(O)[OH:2].[CH3:6][O:7][C:8]1[C:9]([F:18])=[C:10]([CH:13]=[C:14]([F:17])[C:15]=1[F:16])[C:11]#[N:12]>O>[CH3:6][O:7][C:8]1[C:9]([F:18])=[C:10]([CH:13]=[C:14]([F:17])[C:15]=1[F:16])[C:11]([NH2:12])=[O:2]. Reported procedure: 5 ml of concentrated sulfuric acid and 1.2 ml of water were added to 1.24 g (0.007 mole) of 3-methoxy-2,4,5-trifluorobenzonitrile (XXIV) [prepared as described in Step (E4) above], and the mixture was heated at 100°-140° C. for 30 minutes, poured into ice-water, and extracted with ethyl acetate. The extract was washed with water and dried, and the solvent was removed by evaporation under reduced pressure to afford 1.10 g of 3-methoxy-2,4,5-trifluorobenzamide (XXV) as a pale brown powder melting ... Starting materials: CC(C)(C)[Si](C)(C)Cl, O=C([O-])[O-], CCOC(C)=O, [K+], [K+], CN(C)C=O, O, O=C(O)C(O)Cc1ccccc1, c1c[nH]cn1. The product is CC(C)(C)[Si](C)(C)OC(Cc1ccccc1)C(=O)O. RXN SMILES: [C:18]([CH3:19])([CH3:20])([CH3:21])[Si:22]([CH3:23])([CH3:24])[Cl:25].[C:26](=[O:27])([O-:28])[O-:29].[CH3:37][CH2:38][O:39][C:40]([CH3:41])=[O:42].[K+:30].[K+:31].[O:32]=[CH:33][N:34]([CH3:35])[CH3:36].[OH2:43].[OH:1][CH:2]([C:3](=[O:4])[OH:5])[CH2:6][c:7]1[cH:8][cH:9][cH:10][cH:11][cH:12]1.[nH:13]1[cH:14][cH:15][n:16][cH:17]1>>[O:1]([CH:2]([C:3](=[O:4])[OH:5])[CH2:6][c:7]1[cH:8][cH:9][cH:10][cH:11][cH:12]1)[Si:22]([C:18]([CH3:19])([CH3:20])[CH3:21])([CH3:23])[CH3:24].